This data is from the Open Reaction Database (ORD), a public repository of structured organic reaction records. The task is: describe an organic reaction: reactants, conditions, products, and yield Procedure: A solution of methyl 4-bromo-2-(isopropylsulfonyl)benzoate (Intermediate 242; 516 mg; 1.61 mmol) in THF (10 ml) was treated with a 5 N solution of NaOH in water (4 mL) and the reaction mixture was heated at 60° C. for 1 day. The reaction mixture was acidified with aqueous HCl and the reaction mixture was extracted 3 times with EtOAc. The combined organic phases were dried over MgSO4, filtered and concentrated to dryness affording the title compound as a pale yellow solid (386 mg; 78%). The reactants are Cl (HCl), BrC1=CC(=C(C(=O)OC)C=C1)S(=O)(=O)C(C)C (methyl 4-bromo-2-(isopropylsulfonyl)benzoate), BrC1=CC(=C(C(=O)OC)C=C1)S(=O)(=O)C(C)C (methyl 4-bromo-2-(isopropylsulfonyl)benzoate), solution, [OH-].[Na+] (NaOH). Conditions: temperature 60 celsius. Reaction SMILES: [Br:1][C:2]1[CH:11]=[CH:10][C:5]([C:6]([O:8]C)=[O:7])=[C:4]([S:12]([CH:15]([CH3:17])[CH3:16])(=[O:14])=[O:13])[CH:3]=1.[OH-].[Na+].Cl>C1COCC1.O>[Br:1][C:2]1[CH:11]=[CH:10][C:5]([C:6]([OH:8])=[O:7])=[C:4]([S:12]([CH:15]([CH3:17])[CH3:16])(=[O:14])=[O:13])[CH:3]=1 |f:1.2|. Yield: 78.1%. The product is BrC1=CC(=C(C(=O)O)C=C1)S(=O)(=O)C(C)C (4-bromo-2-(isopropylsulfonyl)benzoic acid). Run in C1CCOC1 (THF), O (water). The reactants are CC(C)(C)OC(=O)N1CCN(c2ccc(Cl)c(C(=O)O)c2)CC1, CCOC(C)=O, CN(C)C=O, [Li], O, O, [N-]=[N+]=NP(=O)(c1ccccc1)c1ccccc1. The product is CC(C)(C)OC(=O)N1CCN(c2ccc(Cl)c(N)c2)CC1. Reaction SMILES: [C:2]([CH3:3])([CH3:4])([CH3:5])[O:6][C:7](=[O:8])[N:9]1[CH2:10][CH2:11][N:12]([c:15]2[cH:16][cH:17][c:18]([Cl:24])[c:19]([C:20]([OH:21])=[O:22])[cH:23]2)[CH2:13][CH2:14]1.[C:44]([O:45][CH2:46][CH3:47])(=[O:48])[CH3:49].[CH3:50][N:51]([CH3:52])[CH:53]=[O:54].[Li:1].[OH2:42].[OH2:43].[c:25]1([P:26]([c:29]2[cH:30][cH:31][cH:32][cH:33][cH:34]2)(=[O:35])[N:39]=[N+:27]=[N-:28])[cH:36][cH:37][cH:38][cH:40][cH:41]1>>[C:2]([CH3:3])([CH3:4])([CH3:5])[O:6][C:7](=[O:8])[N:9]1[CH2:10][CH2:11][N:12]([c:15]2[cH:16][cH:17][c:18]([Cl:24])[c:19]([NH2:39])[cH:23]2)[CH2:13][CH2:14]1. The reactants are C(C)(C)(C)OC(C(C(C)C)NS(=O)(=O)C1=CC=C(C=C1)C1=CC=C(C=C1)COC=1SC2=C(N1)C=CC=C2)=O (2-[4′-(Benzothiazol-2-yloxymethyl)-biphenyl-4-sulfonylamino]-3-methyl-butyric acid tert-butyl ester), C(=O)(C(F)(F)F)O (TFA). Solvent: C(Cl)Cl (methylene chloride). Run at time 6 hour. Product: S1C(=NC2=C1C=CC=C2)OCC2=CC=C(C=C2)C2=CC=C(C=C2)S(=O)(=O)NC(C(=O)O)C(C)C (2-[4′-(Benzothiazol-2-yloxymethyl)-biphenyl-4-sulfonylamino]-3-methyl-butyric acid). Reaction SMILES: C([O:5][C:6](=[O:38])[CH:7]([NH:11][S:12]([C:15]1[CH:20]=[CH:19][C:18]([C:21]2[CH:26]=[CH:25][C:24]([CH2:27][O:28][C:29]3[S:30][C:31]4[CH:37]=[CH:36][CH:35]=[CH:34][C:32]=4[N:33]=3)=[CH:23][CH:22]=2)=[CH:17][CH:16]=1)(=[O:14])=[O:13])[CH:8]([CH3:10])[CH3:9])(C)(C)C.C(O)(C(F)(F)F)=O>C(Cl)Cl>[S:30]1[C:31]2[CH:37]=[CH:36][CH:35]=[CH:34][C:32]=2[N:33]=[C:29]1[O:28][CH2:27][C:24]1[CH:25]=[CH:26][C:21]([C:18]2[CH:19]=[CH:20][C:15]([S:12]([NH:11][CH:7]([CH:8]([CH3:10])[CH3:9])[C:6]([OH:38])=[O:5])(=[O:14])=[O:13])=[CH:16][CH:17]=2)=[CH:22][CH:23]=1. Reported procedure: Step 4B 2-[4′-(Benzothiazol-2-yloxymethyl)-biphenyl-4-sulfonylamino]-3-methyl-butyric acid tert-butyl ester (140 mg, 0.25 mml) was dissolved in 6 mL of methylene chloride followed by the addition of TFA (3 mL) The reaction was complete in 6 hrs as determined by TLC. Solvent was removed and the residue was dissolved in EtOAc. n-Hexane was added into the solution and solid precipitated from the mixture. The precipitate was collected and dried to afford 86 mg of in 68% yield. The reactants are P(Br)(Br)Br (Phosphorous tribromide), BrC1=[N+](C(=CC=C1OC)CC)[O-] (2-bromo-6-ethyl-3-methoxy-pyridine 1-oxide), [OH-].[Na+] (NaOH). The solvent is C(Cl)Cl (CH2Cl2). Reaction conditions: temperature 50 celsius. Yields the product BrC1=NC(=CC=C1OC)CC (2-Bromo-6-ethyl-3-methoxy-pyridine). Reaction SMILES: P(Br)(Br)Br.[Br:5][C:6]1[C:11]([O:12][CH3:13])=[CH:10][CH:9]=[C:8]([CH2:14][CH3:15])[N+:7]=1[O-].[OH-].[Na+]>C(Cl)Cl>[Br:5][C:6]1[C:11]([O:12][CH3:13])=[CH:10][CH:9]=[C:8]([CH2:14][CH3:15])[N:7]=1 |f:2.3|. Procedure: Phosphorous tribromide (1.3 mL) was added to a solution of 2-bromo-6-ethyl-3-methoxy-pyridine 1-oxide (0.3 g, 1.3 mmol, from step 4 of example A(2)) dissolved in CH2Cl2 (10 mL). The reaction mixture was heated to 50° C. for 1 hour. After cooling to room temperature the mixture was poured into ice and made basic with 15% NaOH and extracted with CH2Cl2. The organic extracts were dried over Na2SO4 and concentrated to a clear oil (0.28 g, 99%). 1H NMR (400 MHz, CDCl3): δ 1.27 (t, J=7.6 Hz, 3 H), 2.7... Starting materials: C(C)(C)(C)OC(N[C@@H](C)C1=CC=C(C=C1)Br)=O (tert-butyl[(1S)-1-(4-bromophenyl)ethyl]carbamate), C(CCC)[Sn](C(=C)OCC)(CCCC)CCCC (tributyl (1-ethoxyvinyl)tin). Reagents/catalysts: Cl[Pd]([P](C1=CC=CC=C1)(C2=CC=CC=C2)C3=CC=CC=C3)([P](C4=CC=CC=C4)(C5=CC=CC=C5)C6=CC=CC=C6)Cl (dichlorobis(triphenylphosphine)palladium). The solvent is O1CCOCC1 (1,4-dioxane). Conditions: temperature 100 celsius, time 8 hour. The product is C(C)(C)(C)OC(N[C@@H](C)C1=CC=C(C=C1)C(C)=O)=O (tert-butyl[(1S)-1-(4-acetylphenyl)ethyl]carbamate). Reaction SMILES: [C:1]([O:5][C:6](=[O:17])[NH:7][C@H:8]([C:10]1[CH:15]=[CH:14][C:13](Br)=[CH:12][CH:11]=1)[CH3:9])([CH3:4])([CH3:3])[CH3:2].C([Sn](CCCC)(CCCC)[C:23]([O:25]CC)=[CH2:24])CCC>Cl[Pd](Cl)([P](C1C=CC=CC=1)(C1C=CC=CC=1)C1C=CC=CC=1)[P](C1C=CC=CC=1)(C1C=CC=CC=1)C1C=CC=CC=1.O1CCOCC1>[C:1]([O:5][C:6](=[O:17])[NH:7][C@H:8]([C:10]1[CH:15]=[CH:14][C:13]([C:23](=[O:25])[CH3:24])=[CH:12][CH:11]=1)[CH3:9])([CH3:4])([CH3:3])[CH3:2] |^1:38,57|. Reported procedure: A mixture of 600 mg of the compound [1-1], 75 mg of dichlorobis(triphenylphosphine)palladium (II), 743 μL of tributyl (1-ethoxyvinyl)tin, and 3 mL of 1,4-dioxane, was stirred overnight at 100° C. After standing to cool, the insolubles were filtered and the filtrate was concentrated under reduced pressure. The resulting residue was purified by silica gel column chromatography (eluent: hexane/ethyl acetate=8/2) to obtain 367 mg of tert-butyl[(1S)-1-(4-acetylphenyl)ethyl]carbamate [1-2] (hereinafte...